This data is from the Open Reaction Database (ORD), a public repository of structured organic reaction records. The task is: describe an organic reaction: reactants, conditions, products, and yield Starting materials: CCOCCn1c(NC2CCN(Cc3ccccc3)CC2)nc2cncnc21, CO, [H][H]. The product is CCOCCn1c(NC2CCNCC2)nc2cncnc21. RXN SMILES: [CH2:1]([CH3:2])[O:3][CH2:4][CH2:5][n:6]1[c:7]2[n:8][cH:9][n:10][cH:11][c:12]2[n:13][c:14]1[NH:15][CH:16]1[CH2:17][CH2:18][N:19]([CH2:22][c:23]2[cH:24][cH:25][cH:26][cH:27][cH:28]2)[CH2:20][CH2:21]1.[CH3:31][OH:32].[H:29][H:30]>>[CH2:1]([CH3:2])[O:3][CH2:4][CH2:5][n:6]1[c:7]2[n:8][cH:9][n:10][cH:11][c:12]2[n:13][c:14]1[NH:15][CH:16]1[CH2:17][CH2:18][NH:19][CH2:20][CH2:21]1. Reactants: CCc1cccc(C)c1C(=S)NC(Cc1ccc(NC(=O)C(N)Cc2cccnc2)cc1)C(=O)OC, CC(=O)OC(C)=O, O=Cc1ccccc1, COC(OC)OC, ClCCl. The product is CCc1cccc(C)c1C(=S)NC(Cc1ccc(N2C(=O)C(Cc3cccnc3)N(C(C)=O)C2c2ccccc2)cc1)C(=O)OC. Reaction SMILES: [CH3:1][O:2][C:3]([CH:4]([NH:5][C:6](=[S:7])[c:8]1[c:9]([CH2:15][CH3:16])[cH:10][cH:11][cH:12][c:13]1[CH3:14])[CH2:17][c:18]1[cH:19][cH:20][c:21]([NH:24][C:25]([CH:26]([CH2:27][c:28]2[cH:29][n:30][cH:31][cH:32][cH:33]2)[NH2:34])=[O:35])[cH:22][cH:23]1)=[O:36].[CH3:45][C:46](=[O:47])[O:48][C:49](=[O:50])[CH3:51].[CH:37](=[O:38])[c:39]1[cH:40][cH:41][cH:42][cH:43][cH:44]1.[CH:55]([O:56][CH3:57])([O:58][CH3:59])[O:60][CH3:61].[Cl:52][CH2:53][Cl:54]>>[CH3:1][O:2][C:3]([CH:4]([NH:5][C:6](=[S:7])[c:8]1[c:9]([CH2:15][CH3:16])[cH:10][cH:11][cH:12][c:13]1[CH3:14])[CH2:17][c:18]1[cH:19][cH:20][c:21]([N:24]2[C:25](=[O:35])[CH:26]([CH2:27][c:28]3[cH:29][n:30][cH:31][cH:32][cH:33]3)[N:34]([C:46]([CH3:45])=[O:47])[CH:37]2[c:39]2[cH:40][cH:41][cH:42][cH:43][cH:44]2)[cH:22][cH:23]1)=[O:36]. Reactants: Cl.Cl.CN[C@@H]1C[C@@H](CC1)N1CCC(CC1)C (cis-1-methylamino-3-(4-methylpiperidin-1-yl)cyclopentane dihydrochloride), C1(=CC=C(C=C1)S(=O)(=O)Cl)C (4-toluenesulfonyl chloride). Reaction conditions: time 22 hour. The yield is 89.5%. Procedure: A mixture of cis-1-methylamino-3-(4-methylpiperidin-1-yl)cyclopentane dihydrochloride (24.5 mg, 0.091 mmol) and 4-toluenesulfonyl chloride (27.9 mg, 0.146 mmol) in dichloromethane (2 ml) and 1M aqueous sodium hydroxide (2 ml) was rapidly stirred at room temperature overnight (22 hours). The phases were separated and the aqueous extracted with more dichloromethane (5 ml). The combined organics were dried (MgSO4) and evaporated. The residue was dissolved in methanol-ethyl acetate and treated with ... Run in ClCCl (dichloromethane), [OH-].[Na+] (sodium hydroxide). RXN SMILES: Cl.Cl.[CH3:3][NH:4][C@H:5]1[CH2:9][CH2:8][C@@H:7]([N:10]2[CH2:15][CH2:14][CH:13]([CH3:16])[CH2:12][CH2:11]2)[CH2:6]1.[C:17]1([CH3:27])[CH:22]=[CH:21][C:20]([S:23]([Cl:26])(=[O:25])=[O:24])=[CH:19][CH:18]=1>ClCCl.[OH-].[Na+]>[ClH:26].[CH3:27][C:17]1[CH:22]=[CH:21][C:20]([S:23]([N:4]([CH3:3])[C@H:5]2[CH2:9][CH2:8][C@@H:7]([N:10]3[CH2:15][CH2:14][CH:13]([CH3:16])[CH2:12][CH2:11]3)[CH2:6]2)(=[O:25])=[O:24])=[CH:19][CH:18]=1 |f:0.1.2,5.6,7.8|. Yields the product Cl.CC1=CC=C(C=C1)S(=O)(=O)N([C@@H]1C[C@@H](CC1)N1CCC(CC1)C)C (cis-4,N-Dimethyl-N-(3-(4-methylpiperidin-1-yl)cyclopentyl) -benzenesulfonamide hydrochloride). The reactants are O=C(O)c1cc2ccccc2o1, Nc1ccc(Cl)cc1. The reagents and catalysts are ClP(=O)(Oc1ccccc1)Oc2ccccc2 (DEPC), CCN(C(C)C)C(C)C (DIPEA). The solvent is CN(C)C=O (DMF), CN(C)C=O (DMF), CN(C)C=O (DMF), CN(C)C=O (DMF), CN(C)C=O (DMF), CN(C)C=O (DMF). Run at temperature 25 celsius, time 2 hour. Product: O=C(Nc1ccc(Cl)cc1)c1cc2ccccc2o1. Isolated yield 4.9%. Reaction SMILES: Nc1ccc(Cl)cc1.O=C(O)c1cc2ccccc2o1.CCOP(=O)(C#N)OCC.CCN(C(C)C)C(C)C.CN(C)C=O>>O=C(Nc1ccc(Cl)cc1)c1cc2ccccc2o1. Starting materials: [Al+3], O=C1OC2CCCC1C2, [Cl-], [H-], [H-], [H-], [H-], [Li+], [NH4+], C1CCOC1, O=C(O)CC(O)(CC(=O)O)C(=O)O. Product: OCC1CCCC(O)C1. Reaction SMILES: [Al+3:11].[CH:1]12[CH2:2][CH2:3][CH2:4][CH:5]([O:6][C:7]1=[O:8])[CH2:9]2.[Cl-:16].[H-:10].[H-:13].[H-:14].[H-:15].[Li+:12].[NH4+:17].[O:31]1[CH2:32][CH2:33][CH2:34][CH2:35]1.[OH:18][C:19]([CH2:20][C:21]([C:22](=[O:23])[OH:24])([CH2:25][C:26](=[O:27])[OH:28])[OH:29])=[O:30]>>[CH:1]1([CH2:7][OH:8])[CH2:2][CH2:3][CH2:4][CH:5]([OH:6])[CH2:9]1. Reactants: CO, COC(C)(C)C=NO, Cl, N#C[Na], O. The product is COC(C)(C)C(C#N)=NO. RXN SMILES: [CH3:13][OH:14].[CH3:1][O:2][C:3]([CH:4]=[N:5][OH:6])([CH3:7])[CH3:8].[Cl:9].[Na:10][C:11]#[N:12].[OH2:15]>>[CH3:1][O:2][C:3]([C:4](=[N:5][OH:6])[C:11]#[N:12])([CH3:7])[CH3:8]. Reactants: Cc1cc(Br)c2cn[nH]c2c1, CC(=O)[O-], CC(=O)[O-], ClCCl, [Cu+2], OB(O)c1ccc(OCc2ccccc2)c(F)c1, c1ccncc1. The product is Cc1cc(Br)c2cnn(-c3ccc(OCc4ccccc4)c(F)c3)c2c1. Reaction SMILES: [Br:1][c:2]1[c:3]2[cH:4][n:5][nH:6][c:7]2[cH:8][c:9]([CH3:11])[cH:10]1.[C:39]([O-:40])(=[O:41])[CH3:42].[C:44]([O-:45])(=[O:46])[CH3:47].[Cl:36][CH2:37][Cl:38].[Cu+2:43].[F:12][c:13]1[cH:14][c:15]([B:27]([OH:28])[OH:29])[cH:16][cH:17][c:18]1[O:19][CH2:20][c:21]1[cH:22][cH:23][cH:24][cH:25][cH:26]1.[cH:30]1[cH:31][cH:32][n:33][cH:34][cH:35]1>>[Br:1][c:2]1[c:3]2[cH:4][n:5][n:6](-[c:15]3[cH:14][c:13]([F:12])[c:18]([O:19][CH2:20][c:21]4[cH:22][cH:23][cH:24][cH:25][cH:26]4)[cH:17][cH:16]3)[c:7]2[cH:8][c:9]([CH3:11])[cH:10]1. Starting materials: CCC(C)C(=O)O (Carbopol 974P), CC(C)(C)NC[C@@H](COC=1C(=NSN1)N2CCOCC2)O (timolol), O (water), O (water). The reagents and catalysts are C(C)(=O)[O-].[Zn+2].C(C)(=O)[O-] (zinc acetate). Yields the product CC(C)(C)NC[C@@H](COC=1C(=NSN1)N2CCOCC2)O.C(=C\C(=O)O)\C(=O)O (Timolol Maleate). Reaction SMILES: [CH3:1][CH2:2][CH:3]([C:5]([OH:7])=[O:6])C.[CH3:8][C:9]([NH:12][CH2:13][C@H:14]([OH:28])[CH2:15][O:16][C:17]1[C:18]([N:22]2[CH2:27][CH2:26][O:25][CH2:24][CH2:23]2)=[N:19][S:20][N:21]=1)([CH3:11])[CH3:10].[OH2:29]>C([O-])(=O)C.[Zn+2].C([O-])(=O)C>[CH3:11][C:9]([NH:12][CH2:13][C@H:14]([OH:28])[CH2:15][O:16][C:17]1[C:18]([N:22]2[CH2:27][CH2:26][O:25][CH2:24][CH2:23]2)=[N:19][S:20][N:21]=1)([CH3:8])[CH3:10].[CH:3](/[C:5]([OH:7])=[O:6])=[CH:2]/[C:1]([OH:16])=[O:29] |f:3.4.5,6.7|. Reported procedure: 15 grams of Carbopol 974P is dispersed in 40 grams of heavy mineral oil USP and is added to 841.5 grams of water containing 2.5 grams of timolol meleate with vigorous stirring. 100 grams of water containing 1.0 gram of zinc acetate is added in a controlled fashion with homogenization to get a particle size distribution size below 5 micron. The reactants are CCO, CC(C)(C)OC(=O)NN, O=C1CCN(C(=O)OCC2c3ccccc3-c3ccccc32)CC1. The product is CC(C)(C)OC(=O)NN=C1CCN(C(=O)OCC2c3ccccc3-c3ccccc32)CC1. As a reaction SMILES: [CH3:34][CH2:35][OH:36].[NH:25]([NH2:26])[C:27](=[O:28])[O:29][C:30]([CH3:31])([CH3:32])[CH3:33].[cH:1]1[cH:2][cH:3][cH:4][c:5]2[c:13]1[CH:12]([CH2:14][O:15][C:16](=[O:17])[N:18]1[CH2:19][CH2:20][C:21](=[O:24])[CH2:22][CH2:23]1)[c:11]1[c:6]-2[cH:7][cH:8][cH:9][cH:10]1>>[cH:1]1[cH:2][cH:3][cH:4][c:5]2[c:13]1[CH:12]([CH2:14][O:15][C:16](=[O:17])[N:18]1[CH2:19][CH2:20][C:21](=[N:26][NH:25][C:27](=[O:28])[O:29][C:30]([CH3:31])([CH3:32])[CH3:33])[CH2:22][CH2:23]1)[c:11]1[c:6]-2[cH:7][cH:8][cH:9][cH:10]1. Starting materials: CC(C)(C)[O-], CN(C)C=O, Cc1ncc2n1-c1ccc(Cl)cc1C(c1ccccc1F)N=C2, [K+]. Product: Cc1ncc2n1-c1ccc(Cl)cc1C(c1ccccc1F)=NC2. Reaction SMILES: [CH3:1][C:2]([CH3:3])([O-:4])[CH3:5].[CH3:30][N:31]([CH3:32])[CH:33]=[O:34].[Cl:7][c:8]1[cH:9][cH:10][c:11]2[c:12]([cH:29]1)[CH:13]([c:22]1[c:23]([F:28])[cH:24][cH:25][cH:26][cH:27]1)[N:14]=[CH:15][c:16]1[n:17]-2[c:18]([CH3:21])[n:19][cH:20]1.[K+:6]>>[Cl:7][c:8]1[cH:9][cH:10][c:11]2[c:12]([cH:29]1)[C:13]([c:22]1[c:23]([F:28])[cH:24][cH:25][cH:26][cH:27]1)=[N:14][CH2:15][c:16]1[n:17]-2[c:18]([CH3:21])[n:19][cH:20]1.